From a dataset of the Open Reaction Database (ORD), a public repository of structured organic reaction records. describe an organic reaction: reactants, conditions, products, and yield Starting materials: C1(=CC=CC=C1)SC1=C(C(=O)Cl)C=CC=C1 (2-(phenylthio)benzoyl chloride), acid chloride, C1(=CC=CC=C1)SC1=C(C(=O)O)C=CC=C1 (2-(phenylthio)benzoic acid), S(=O)(Cl)Cl (thionyl chloride), [OH-].[NH4+] (ammonium hydroxide). The solvent is CC(=O)C (acetone). The product is C1(=CC=CC=C1)SC1=C(C(=O)N)C=CC=C1 (2-(Phenylthio)benzamide). Reaction SMILES: [C:1]1([S:7][C:8]2[CH:16]=[CH:15][CH:14]=[CH:13][C:9]=2[C:10](Cl)=[O:11])[CH:6]=[CH:5][CH:4]=[CH:3][CH:2]=1.C1(SC2C=CC=CC=2C(O)=O)C=CC=CC=1.S(Cl)(Cl)=O.[OH-].[NH4+:38]>CC(C)=O>[C:1]1([S:7][C:8]2[CH:16]=[CH:15][CH:14]=[CH:13][C:9]=2[C:10]([NH2:38])=[O:11])[CH:6]=[CH:5][CH:4]=[CH:3][CH:2]=1 |f:3.4|. Reported procedure: Following the procedure described in Example 1, 2-(phenylthio)benzoyl chloride is prepared from 0.065 mole of 2-(phenylthio)benzoic acid and excess thionyl chloride. A solution of the oily acid chloride in 50 ml. of acetone is added dropwise with stirring to 100 ml. of concentrated ammonium hydroxide. The mixture is heated to refluxing for 3 hours. On cooling, the product separates and is collected. Starting materials: C[Si](C)(C)C#Cc1ccc(-n2ccc3cc(C#CCCCO)ccc32)cc1, CO, [K+], [K+], O=C([O-])[O-]. Product: C#Cc1ccc(-n2ccc3cc(C#CCCCO)ccc32)cc1. Reaction SMILES: [CH3:1][Si:2]([CH3:3])([CH3:4])[C:5]#[C:6][c:7]1[cH:8][cH:9][c:10](-[n:13]2[cH:14][cH:15][c:16]3[cH:17][c:18]([C:22]#[C:23][CH2:24][CH2:25][CH2:26][OH:27])[cH:19][cH:20][c:21]23)[cH:11][cH:12]1.[CH3:34][OH:35].[K+:28].[K+:29].[O-:30][C:31]([O-:32])=[O:33]>>[CH:5]#[C:6][c:7]1[cH:8][cH:9][c:10](-[n:13]2[cH:14][cH:15][c:16]3[cH:17][c:18]([C:22]#[C:23][CH2:24][CH2:25][CH2:26][OH:27])[cH:19][cH:20][c:21]23)[cH:11][cH:12]1. The reactants are CCCCN, C=CCOc1cccc([N+](=O)[O-])c1[N+](=O)[O-], CC(C)O. Product: C=CCOc1cccc([N+](=O)[O-])c1NCCCC. RXN SMILES: [CH2:17]([CH2:18][CH2:19][CH3:20])[NH2:21].[CH2:1]([CH:2]=[CH2:3])[O:4][c:5]1[c:6]([N+:14]([O-:15])=[O:16])[c:7]([N+:11](=[O:12])[O-:13])[cH:8][cH:9][cH:10]1.[CH:22]([OH:23])([CH3:24])[CH3:25]>>[CH2:1]([CH:2]=[CH2:3])[O:4][c:5]1[c:6]([NH:14][CH2:17][CH2:18][CH2:19][CH3:20])[c:7]([N+:11](=[O:12])[O-:13])[cH:8][cH:9][cH:10]1. Starting materials: COC(=O)c1ccc(C=CCNC(=O)OC(C)(C)C)cc1, C1COCCO1, Cl, [Na+], [OH-]. Product: CC(C)(C)OC(=O)NCC=Cc1ccc(C(=O)O)cc1. Reaction SMILES: [C:1]([CH3:2])([CH3:3])([CH3:4])[O:5][C:6](=[O:7])[NH:8][CH2:9][CH:10]=[CH:11][c:12]1[cH:13][cH:14][c:15]([C:16](=[O:17])[O:18][CH3:19])[cH:20][cH:21]1.[CH2:25]1[O:26][CH2:27][CH2:28][O:29][CH2:30]1.[ClH:24].[Na+:23].[OH-:22]>>[C:1]([CH3:2])([CH3:3])([CH3:4])[O:5][C:6](=[O:7])[NH:8][CH2:9][CH:10]=[CH:11][c:12]1[cH:13][cH:14][c:15]([C:16](=[O:17])[OH:18])[cH:20][cH:21]1. Reactants: CCOC(=O)c1cc(I)c2[nH]cc(CC)c2c1, Cc1ccccc1, [Cu]I, [K+], [K+], [K+], O=C1CCCCN1, O=P([O-])([O-])[O-]. Yields the product CCOC(=O)c1cc(N2CCCCC2=O)c2[nH]cc(CC)c2c1. Reaction SMILES: [CH2:1]([CH3:2])[c:3]1[cH:4][nH:5][c:6]2[c:7]([I:17])[cH:8][c:9]([C:12](=[O:13])[O:14][CH2:15][CH3:16])[cH:10][c:11]12.[CH3:33][c:34]1[cH:35][cH:36][cH:37][cH:38][cH:39]1.[Cu:40][I:41].[K+:30].[K+:31].[K+:32].[NH:18]1[C:19](=[O:24])[CH2:20][CH2:21][CH2:22][CH2:23]1.[P:25]([O-:26])([O-:27])([O-:28])=[O:29]>>[CH2:1]([CH3:2])[c:3]1[cH:4][nH:5][c:6]2[c:7]([N:18]3[C:19](=[O:24])[CH2:20][CH2:21][CH2:22][CH2:23]3)[cH:8][c:9]([C:12](=[O:13])[O:14][CH2:15][CH3:16])[cH:10][c:11]12. Reaction SMILES: [C:27]([CH3:28])([CH3:29])([CH3:30])[c:31]1[c:32]([S:45][S:46]([c:47]2[cH:48][cH:49][c:50]([CH3:51])[cH:52][cH:53]2)(=[O:54])=[O:55])[cH:33][c:34]([CH3:44])[c:35]([O:37][S:38]([N:39]([CH3:40])[CH3:41])(=[O:42])=[O:43])[cH:36]1.[K+:56].[K+:57].[O-:58][C:59]([O-:60])=[O:61].[O:62]=[CH:63][N:64]([CH3:65])[CH3:66].[OH:1][C:2]1=[CH:3][C:4](=[O:26])[O:5][C:6]([CH2:8][CH2:9][c:10]2[cH:11][c:12]([OH:16])[cH:13][cH:14][cH:15]2)([CH2:17][CH2:18][c:19]2[cH:20][c:21]([OH:25])[cH:22][cH:23][cH:24]2)[CH2:7]1>>[OH:1][C:2]1=[C:3]([S:45][c:32]2[c:31]([C:27]([CH3:28])([CH3:29])[CH3:30])[cH:36][c:35]([O:37][S:38]([N:39]([CH3:40])[CH3:41])(=[O:42])=[O:43])[c:34]([CH3:44])[cH:33]2)[C:4](=[O:26])[O:5][C:6]([CH2:8][CH2:9][c:10]2[cH:11][c:12]([OH:16])[cH:13][cH:14][cH:15]2)([CH2:17][CH2:18][c:19]2[cH:20][c:21]([OH:25])[cH:22][cH:23][cH:24]2)[CH2:7]1. Product: Cc1cc(SC2=C(O)CC(CCc3cccc(O)c3)(CCc3cccc(O)c3)OC2=O)c(C(C)(C)C)cc1OS(=O)(=O)N(C)C. Starting materials: Cc1ccc(S(=O)(=O)Sc2cc(C)c(OS(=O)(=O)N(C)C)cc2C(C)(C)C)cc1, [K+], [K+], O=C([O-])[O-], CN(C)C=O, O=C1C=C(O)CC(CCc2cccc(O)c2)(CCc2cccc(O)c2)O1.